Dataset: the Open Reaction Database (ORD), a public repository of structured organic reaction records. Task: describe an organic reaction: reactants, conditions, products, and yield Run at temperature 180 celsius, time 5 hour. As a reaction SMILES: [NH2:1][C:2]1[CH:9]=[CH:8][C:7]([Br:10])=[CH:6][C:3]=1[CH:4]=O.[NH2:11][C:12](N)=[O:13]>>[Br:10][C:7]1[CH:6]=[C:3]2[C:2](=[CH:9][CH:8]=1)[N:1]=[C:12]([OH:13])[N:11]=[CH:4]2. Product: BrC=1C=C2C=NC(=NC2=CC1)O (6-bromoquinazolin-2-ol). Isolated yield 88.9%. Reactants: NC1=C(C=O)C=C(C=C1)Br (2-amino-5-bromobenzaldehyde), NC(=O)N (urea). Procedure details: A mixture of 2-amino-5-bromobenzaldehyde (29) (6 g, 30.0 mmol) and urea (30) (27 g, 450.0 mmol) was heated to 180° C. and stirred for 5 hours. LCMS showed the reaction was completed. The reaction mixture was cooled to room temperature, and the resulting precipitate was washed with H2O (3×500 mL) and co-evaporated with toluene three times to completely remove the moisture trapped. 6-bromoquinazolin-2-ol (31)(6 g, 89%) was obtained as a yellow solid. MS (ES+) C8H5BrN2O requires: 224. found: 225, 2... The reactants are O=C(Cl)CBr, Cc1ccccc1, Cc1c(Br)cc(Br)c(N)c1Br. Product: Cc1c(Br)cc(Br)c(NC(=O)CBr)c1Br. RXN SMILES: [Br:12][CH2:13][C:14](=[O:15])[Cl:16].[CH3:17][c:18]1[cH:19][cH:20][cH:21][cH:22][cH:23]1.[CH3:1][c:2]1[c:3]([Br:11])[c:4]([NH2:5])[c:6]([Br:10])[cH:7][c:8]1[Br:9]>>[CH3:1][c:2]1[c:3]([Br:11])[c:4]([NH:5][C:14]([CH2:13][Br:12])=[O:15])[c:6]([Br:10])[cH:7][c:8]1[Br:9]. The reactants are [Li]CCCC, Cc1cc(C=O)oc1C, Cc1ncsc1C, CCCCCC, C1CCOC1, O. Product: Cc1cc(C(O)c2nc(C)c(C)s2)oc1C. As a reaction SMILES: [CH2:14]([Li:15])[CH2:16][CH2:17][CH3:18].[CH3:19][c:20]1[cH:21][c:22]([CH:23]=[O:24])[o:25][c:26]1[CH3:27].[CH3:1][c:2]1[n:3][cH:4][s:5][c:6]1[CH3:7].[CH3:8][CH2:9][CH2:10][CH2:11][CH2:12][CH3:13].[O:28]1[CH2:29][CH2:30][CH2:31][CH2:32]1.[OH2:33]>>[CH3:1][c:2]1[n:3][c:4]([CH:23]([c:22]2[cH:21][c:20]([CH3:19])[c:26]([CH3:27])[o:25]2)[OH:24])[s:5][c:6]1[CH3:7]. Starting materials: C(#N)N=C(OC(C)C)C=1C=NC=CC1 (Isopropyl N-cyano-3-pyridinecarboximidate), C(C1=CC=CC=C1)OC(CN)C1=CC=CC=C1 (2-benzyloxy-2-phenylethylamine). Run in CO (methanol). Conditions: time 3 hour. Product: C(#N)NC(=NCC(C1=CC=CC=C1)OCC1=CC=CC=C1)C=1C=NC=CC1 (N-cyano N'-(2 benzyloxy-2-phenylethyl)-3-pyridinecarboximidamide). Yield: 63.6%. RXN SMILES: [C:1]([N:3]=[C:4]([C:9]1[CH:10]=[N:11][CH:12]=[CH:13][CH:14]=1)OC(C)C)#[N:2].[CH2:15]([O:22][CH:23]([C:26]1[CH:31]=[CH:30][CH:29]=[CH:28][CH:27]=1)[CH2:24][NH2:25])[C:16]1[CH:21]=[CH:20][CH:19]=[CH:18][CH:17]=1>CO>[C:1]([NH:3][C:4]([C:9]1[CH:10]=[N:11][CH:12]=[CH:13][CH:14]=1)=[N:25][CH2:24][CH:23]([O:22][CH2:15][C:16]1[CH:21]=[CH:20][CH:19]=[CH:18][CH:17]=1)[C:26]1[CH:31]=[CH:30][CH:29]=[CH:28][CH:27]=1)#[N:2]. Reported procedure: Isopropyl N-cyano-3-pyridinecarboximidate (0.20 g, 1.1 mmol) was dissolved in methanol (5 ml), and 2-benzyloxy-2-phenylethylamine (0.26 g, 1.1 mmol) was added. The mixture was stirred at room temperature for 3 hours. After the reaction was completed, the reaction solution was concentrated under reduced pressure. The residual concentrate thus obtained was subjected to chromatography on a silica gel column (WAKO GEL C-200, 20 g) eluting with chloroform-methanol (100:1). The eluted fractions were c... Reactants: CCOc1cc(C(C)(C)C)ncc1C1=NC(C)(c2ccc(Cl)cc2)C(C)(c2ccc(Cl)cc2)N1C(=O)N1CCN(CC(=O)O)CC1, COC1CCNC1. Product: CCOc1cc(C(C)(C)C)ncc1C1=NC(C)(c2ccc(Cl)cc2)C(C)(c2ccc(Cl)cc2)N1C(=O)N1CCN(CC(=O)N2CCC(OC)C2)CC1. As a reaction SMILES: [C:1]([CH3:2])([CH3:3])([CH3:4])[c:5]1[cH:6][c:7]([O:44][CH2:45][CH3:46])[c:8]([C:11]2=[N:15][C:14]([CH3:16])([c:17]3[cH:18][cH:19][c:20]([Cl:23])[cH:21][cH:22]3)[C:13]([CH3:24])([c:25]3[cH:26][cH:27][c:28]([Cl:31])[cH:29][cH:30]3)[N:12]2[C:32](=[O:33])[N:34]2[CH2:35][CH2:36][N:37]([CH2:40][C:41](=[O:42])[OH:43])[CH2:38][CH2:39]2)[cH:9][n:10]1.[CH3:47][O:48][CH:49]1[CH2:50][NH:51][CH2:52][CH2:53]1>>[C:1]([CH3:2])([CH3:3])([CH3:4])[c:5]1[cH:6][c:7]([O:44][CH2:45][CH3:46])[c:8]([C:11]2=[N:15][C:14]([CH3:16])([c:17]3[cH:18][cH:19][c:20]([Cl:23])[cH:21][cH:22]3)[C:13]([CH3:24])([c:25]3[cH:26][cH:27][c:28]([Cl:31])[cH:29][cH:30]3)[N:12]2[C:32](=[O:33])[N:34]2[CH2:35][CH2:36][N:37]([CH2:40][C:41](=[O:42])[N:51]3[CH2:50][CH:49]([O:48][CH3:47])[CH2:53][CH2:52]3)[CH2:38][CH2:39]2)[cH:9][n:10]1. Reactants: Azodicarboxylic dipiperidide, C(CCC)P(CCCC)CCCC (tributylphosphine), C(C)O[C@H](C(=O)OCC)CC1=CC=C(C=C1)O ((S)-ethyl 2-ethoxy-3-(4-hydroxyphenyl)-propionate), BrC1=CC=C(C=C1)/C(=C/CO)/C ((E)-3-(4-bromophenyl)-but-2-en-1-ol). The solvent is C1=CC=CC=C1 (benzene), O (water), C(C)(=O)OCC (ethyl acetate). Reaction conditions: time 2.5 day. The product is BrC1=CC=C(C=C1)/C(=C/COC1=CC=C(C=C1)C[C@@H](C(=O)OCC)OCC)/C ((E)-(S)-ethyl 3-{4-[3-(4-bromophenyl)-but-2-enyloxy]-phenyl}-2-ethoxy-propionate). As a reaction SMILES: C(P(CCCC)CCCC)CCC.[CH2:14]([O:16][C@@H:17]([CH2:23][C:24]1[CH:29]=[CH:28][C:27]([OH:30])=[CH:26][CH:25]=1)[C:18]([O:20][CH2:21][CH3:22])=[O:19])[CH3:15].[Br:31][C:32]1[CH:37]=[CH:36][C:35](/[C:38](/[CH3:42])=[CH:39]/[CH2:40]O)=[CH:34][CH:33]=1>C1C=CC=CC=1.O.C(OCC)(=O)C>[Br:31][C:32]1[CH:37]=[CH:36][C:35](/[C:38](/[CH3:42])=[CH:39]/[CH2:40][O:30][C:27]2[CH:26]=[CH:25][C:24]([CH2:23][C@H:17]([O:16][CH2:14][CH3:15])[C:18]([O:20][CH2:21][CH3:22])=[O:19])=[CH:29][CH:28]=2)=[CH:34][CH:33]=1. Reported procedure: Azodicarboxylic dipiperidide (0.756 g, 3.0 mmol) was added at 0-5° C. to a stirred solution of tributylphosphine (0.74 ml, 0.61 g, 3.0 mmol), (S)-ethyl 2-ethoxy-3-(4-hydroxyphenyl)-propionate (0.500 g, 2.10 mmol) and (E)-3-(4-bromophenyl)-but-2-en-1-ol (0.454 g, 2.0 mmol) in dry benzene (20 ml), the mixture warmed to room temperature, and stirred for 2.5 days. The resulting mixture was diluted with water and ethyl acetate (50 ml each), the aqueous layer collected and further extracted with ethyl... Starting materials: C(C)(=O)O (acetic acid), C(#N)[BH3-].[Na+] (sodium cyanoborohydride), ClC1=CC=C(C=O)C=C1 (p-chlorobenzaldehyde), C(C)OP(=O)(C(OCC)OCC)CCCN (3-aminopropyl(diethoxymethyl)phosphinic acid ethyl ester). Run in CO (methanol), CO (methanol). Conditions: time 30 minute. Product: C(C)OP(=O)(C(OCC)OCC)CCCNCC1=CC=C(C=C1)Cl (3-(p-chlorobenzylamino)propyl(diethoxymethyl)phosphinic acid ethyl ester). As a reaction SMILES: [Cl:1][C:2]1[CH:9]=[CH:8][C:5]([CH:6]=O)=[CH:4][CH:3]=1.[CH2:10]([O:12][P:13]([CH2:22][CH2:23][CH2:24][NH2:25])([CH:15]([O:19][CH2:20][CH3:21])[O:16][CH2:17][CH3:18])=[O:14])[CH3:11].C(O)(=O)C.C([BH3-])#N.[Na+]>CO>[CH2:10]([O:12][P:13]([CH2:22][CH2:23][CH2:24][NH:25][CH2:6][C:5]1[CH:8]=[CH:9][C:2]([Cl:1])=[CH:3][CH:4]=1)([CH:15]([O:19][CH2:20][CH3:21])[O:16][CH2:17][CH3:18])=[O:14])[CH3:11] |f:3.4|. Reported procedure: 1.41 g of p-chlorobenzaldehyde are added to a solution of 2.53 g of 3-aminopropyl(diethoxymethyl)phosphinic acid ethyl ester in 10 ml of anhydrous methanol, and the resulting clear solution is stirred at room temperature for 30 minutes. There are then added first 0.6 g of glacial acetic acid and then, dropwise, 0.21 g of sodium cyanoborohydride in solution in 5 ml of methanol. An exothermic reaction begins. The mixture is stirred at 20° for 3 hours and adjusted to pH 8, and the solvent is remove...